This data is from the Open Reaction Database (ORD), a public repository of structured organic reaction records. The task is: describe an organic reaction: reactants, conditions, products, and yield The reactants are ClCC(=O)N1[C@@H](CC[C@@H]1C#C)C#N ((2S,5R)-1-(chloroacetyl)-5-ethynylpyrrolidine-2-carbonitrile), NC(COC1=NC=C(C#N)C=C1)(C)C (6-(2-amino-2-methyl-propoxy)-nicotinonitrile). The solvent is C(C)#N (acetonitrile). Reaction conditions: time 8 hour. Yields the product CC(COC1=NC=C(C=C1)C#N)(C)NCC(=O)N1[C@@H](CC[C@@H]1C#C)C#N ((2S,5R)-1-{N-(1,1-dimethyl-2-(5-cyano-pyridin-2-yloxy)ethyl)glycyl}-5-ethynylpyrrolidine-2-carbonitrile). As a reaction SMILES: Cl[CH2:2][C:3]([N:5]1[C@@H:9]([C:10]#[CH:11])[CH2:8][CH2:7][C@H:6]1[C:12]#[N:13])=[O:4].[NH2:14][C:15]([CH3:27])([CH3:26])[CH2:16][O:17][C:18]1[CH:25]=[CH:24][C:21]([C:22]#[N:23])=[CH:20][N:19]=1>C(#N)C>[CH3:27][C:15]([NH:14][CH2:2][C:3]([N:5]1[C@@H:9]([C:10]#[CH:11])[CH2:8][CH2:7][C@H:6]1[C:12]#[N:13])=[O:4])([CH3:26])[CH2:16][O:17][C:18]1[CH:25]=[CH:24][C:21]([C:22]#[N:23])=[CH:20][N:19]=1. Reported procedure: To a stirred solution of (2S,5R)-1-(chloroacetyl)-5-ethynylpyrrolidine-2-carbonitrile (0.05 g, 0.25 mmol, Example 8D) in acetonitrile (3 mL) at room temperature under nitrogen, was added 6-(2-amino-2-methyl-propoxy)-nicotinonitrile (0.1 g, 0.508 mmol). The reaction mixture was stirred overnight and then concentrated under reduced pressure. The residue was flash chromatographed with 2% MeOH/CH2Cl2 to provide the desired compound as a white solid. MS (DCI) m/z 352 (M+H)+; 1H NMR (300 MHz, DMSO-d6)... The reactants are C(C1=CC=CC=C1)OC1=C(C=C2C(=CC=NC2=C1)SC=1SC(=CN1)[N+](=O)[O-])OC (2-{[7-(Benzyloxy)-6-methoxy-4-quinolyl]sulfanyl}-5-nitro-1,3-thiazole), C1(=CC=CC=C1)SC (thioanisole). Solvent: FC(C(=O)O)(F)F (trifluoroacetic acid). Yields the product COC=1C=C2C(=CC=NC2=CC1O)SC=1SC(=CN1)[N+](=O)[O-] (6-Methoxy-4-[(5-nitro-1,3-thiazol-2-yl)sulfanyl]-7-quinolinol). Yield: 88.8%. Reaction SMILES: C([O:8][C:9]1[CH:18]=[C:17]2[C:12]([C:13]([S:19][C:20]3[S:21][C:22]([N+:25]([O-:27])=[O:26])=[CH:23][N:24]=3)=[CH:14][CH:15]=[N:16]2)=[CH:11][C:10]=1[O:28][CH3:29])C1C=CC=CC=1.C1(SC)C=CC=CC=1>FC(F)(F)C(O)=O>[CH3:29][O:28][C:10]1[CH:11]=[C:12]2[C:17](=[CH:18][C:9]=1[OH:8])[N:16]=[CH:15][CH:14]=[C:13]2[S:19][C:20]1[S:21][C:22]([N+:25]([O-:27])=[O:26])=[CH:23][N:24]=1. Reported procedure: 2-{[7-(Benzyloxy)-6-methoxy-4-quinolyl]sulfanyl}-5-nitro-1,3-thiazole (2.0 g), trifluoroacetic acid (20 ml) and thioanisole (2 ml) were stirred together at 65° C. for 90 minutes. The mixture was returned to room temperature, the solvent was distilled off under reduced pressure, 40 ml of methanol was added to the residue, and then sodium bicarnobate water was added until the foaming subsided. The precipitated solid was filtered out to obtain 1.4 g of a yellow powder. The reactants are FC(C(=O)O)(F)F.N1C(=NCC1)NC=1C=C(C=CC1)C(=O)NCC(=O)NC(CC(=O)OCC)C1=CC(=CC(=C1)C(F)(F)F)C(F)(F)F ((±) ethyl β-[[2-[[[3-[(4,5-dihydro-1H-imidazol-2-yl)amino]phenyl]carbonyl]amino]acetyl]amino]-3,5-bis(trifluoromethyl)benzenepropanoate, trifluoroacetate salt), [Li+].[OH-] (LiOH), C(=O)(C(F)(F)F)O (TFA). Solvent: O (H2O), CC#N (CH3CN). Conditions: time 3 hour. Product: FC(C(=O)O)(F)F.N1C(=NCC1)NC=1C=C(C=CC1)C(=O)NCC(=O)NC(CC(=O)O)C1=CC(=CC(=C1)C(F)(F)F)C(F)(F)F ((±) β-[[2-[[[3-[(4,5-dihydro-1H-imidazol-2-yl)amino]phenyl]carbonyl]amino]acetyl]amino]-3,5-bis(trifluoromethyl)benzenepropanoic acid, trifluoroacetate salt). Isolated yield 91.0%. As a reaction SMILES: [F:1][C:2]([F:7])([F:6])[C:3]([OH:5])=[O:4].[NH:8]1[CH2:12][CH2:11][N:10]=[C:9]1[NH:13][C:14]1[CH:15]=[C:16]([C:20]([NH:22][CH2:23][C:24]([NH:26][CH:27]([C:34]2[CH:39]=[C:38]([C:40]([F:43])([F:42])[F:41])[CH:37]=[C:36]([C:44]([F:47])([F:46])[F:45])[CH:35]=2)[CH2:28][C:29]([O:31]CC)=[O:30])=[O:25])=[O:21])[CH:17]=[CH:18][CH:19]=1.[Li+].[OH-].C(O)(C(F)(F)F)=O>O.CC#N>[F:1][C:2]([F:7])([F:6])[C:3]([OH:5])=[O:4].[NH:10]1[CH2:11][CH2:12][N:8]=[C:9]1[NH:13][C:14]1[CH:15]=[C:16]([C:20]([NH:22][CH2:23][C:24]([NH:26][CH:27]([C:34]2[CH:35]=[C:36]([C:44]([F:46])([F:47])[F:45])[CH:37]=[C:38]([C:40]([F:41])([F:42])[F:43])[CH:39]=2)[CH2:28][C:29]([OH:31])=[O:30])=[O:25])=[O:21])[CH:17]=[CH:18][CH:19]=1 |f:0.1,2.3,7.8|. Procedure: To the product from Example 178 (360 mg, 0.0005 mole) in H2O (8 mL) and CH3CN (8 mL) was added LiOH (88 mg, 0.0021 mole). The reaction was stirred at room temperature for 3 hours. The pH was lowered to ~3 with TFA and the product was isolated by RPHPLC to yield the title compound (300 mg after lyophilization) as a white solid. RXN SMILES: N[C@@H]1CCN(C2N=C3C(N=CN3[C@@H]3C[C@H](N4N=NC(CC)=N4)[C@@H](O)[C@H]3O)=C(NCC(C3C=CC=CC=3)C3C=CC=CC=3)N=2)C1.[ClH:45].[C:46]1([CH:52]([C:95]2[CH:100]=[CH:99][CH:98]=[CH:97][CH:96]=2)[CH2:53][NH:54][C:55]2[N:63]=[C:62]([N:64]3[CH2:68][CH2:67][C@@H:66]([NH:69][C:70](NC4C=NC(OC)=CC=4)=[O:71])[CH2:65]3)[N:61]=[C:60]3[C:56]=2[N:57]=[CH:58][N:59]3[C@@H:81]2[CH2:85][C@H:84]([N:86]3[N:90]=[N:89][C:88]([CH2:91][CH3:92])=[N:87]3)[C@@H:83]([OH:93])[C@H:82]2[OH:94])[CH:51]=[CH:50][CH:49]=[CH:48][CH:47]=1.[NH:101]1[C:105]([C:106]2[CH:107]=[C:108]([NH2:112])[CH:109]=[CH:110][CH:111]=2)=[N:104][N:103]=[N:102]1>>[ClH:45].[C:95]1([CH:52]([C:46]2[CH:47]=[CH:48][CH:49]=[CH:50][CH:51]=2)[CH2:53][NH:54][C:55]2[N:63]=[C:62]([N:64]3[CH2:68][CH2:67][C@@H:66]([NH:69][C:70]([NH:112][C:108]4[CH:109]=[CH:110][CH:111]=[C:106]([C:105]5[NH:101][N:102]=[N:103][N:104]=5)[CH:107]=4)=[O:71])[CH2:65]3)[N:61]=[C:60]3[C:56]=2[N:57]=[CH:58][N:59]3[C@@H:81]2[CH2:85][C@H:84]([N:86]3[N:90]=[N:89][C:88]([CH2:91][CH3:92])=[N:87]3)[C@@H:83]([OH:93])[C@H:82]2[OH:94])[CH:100]=[CH:99][CH:98]=[CH:97][CH:96]=1 |f:1.2,4.5|. Reactants: N[C@H]1CN(CC1)C1=NC(=C2N=CN(C2=N1)[C@H]1[C@@H]([C@@H]([C@H](C1)N1N=C(N=N1)CC)O)O)NCC(C1=CC=CC=C1)C1=CC=CC=C1 ((1R,2S,3R,5S)-3-[2-((R)-3-amino-pyrrolidin-1-yl)-6-(2,2-diphenyl-ethylamino)-purin-9-yl]-5-(5-ethyl-tetrazol-2-yl)-cyclopentane-1,2-diol), Cl.C1(=CC=CC=C1)C(CNC1=C2N=CN(C2=NC(=N1)N1C[C@@H](CC1)NC(=O)NC=1C=NC(=CC1)OC)[C@H]1[C@@H]([C@@H]([C@H](C1)N1N=C(N=N1)CC)O)O)C1=CC=CC=C1 (1-((R)-1-{6-(2,2-Diphenyl-ethylamino)-9-[(1R,2S,3R,4S)-4-(5-ethyl-tetrazol-2-yl)-2,3-dihydroxy-cyclopentyl]-9H-purin-2-yl}-pyrrolidin-3-yl)-3-(6-methoxy-pyridin-3-yl)-urea hydrochloride), N1N=NN=C1C=1C=C(C=CC1)N (3-(1H-tetrazol-5-yl)-phenylamine). Reported procedure: This compound is prepared from ((1R,2S,3R,5S)-3-[2-((R)-3-amino-pyrrolidin-1-yl)-6-(2,2-diphenyl-ethylamino)-purin-9-yl]-5-(5-ethyl-tetrazol-2-yl)-cyclopentane-1,2-diol (Example 48) using a procedure analogous to that of 1-((R)-1-{6-(2,2-Diphenyl-ethylamino)-9-[(1R,2S,3R,4S)-4-(5-ethyl-tetrazol-2-yl)-2,3-dihydroxy-cyclopentyl]-9H-purin-2-yl}-pyrrolidin-3-yl)-3-(6-methoxy-pyridin-3-yl)-urea hydrochloride (Example 156) by replacing (6-Methoxy-pyridin-3-yl)-carbamic acid phenyl ester with 3-(1H-tet... Yields the product Cl.C1(=CC=CC=C1)C(CNC1=C2N=CN(C2=NC(=N1)N1C[C@@H](CC1)NC(=O)NC1=CC(=CC=C1)C1=NN=NN1)[C@H]1[C@@H]([C@@H]([C@H](C1)N1N=C(N=N1)CC)O)O)C1=CC=CC=C1 (1-((R)-1-{6-(2,2-Diphenyl-ethylamino)-9-[(1R,2S,3R,4S)-4-(5-ethyl-tetrazol-2-yl)-2,3-dihydroxy-cyclopentyl]-9H-purin-2-yl}-pyrrolidin-3-yl)-3-[3-(1H-tetrazol-5-yl)-phenyl]-urea hydrochloride). Starting materials: CCOC(C)=O, O=C(Cl)Cc1ccc(F)cc1, [Na+], N#C[S-]. The product is O=C(Cc1ccc(F)cc1)N=C=S. Reaction SMILES: [CH3:16][CH2:17][O:18][C:19](=[O:20])[CH3:21].[F:1][c:2]1[cH:3][cH:4][c:5]([CH2:8][C:9](=[O:10])[Cl:11])[cH:6][cH:7]1.[Na+:12].[S-:13][C:14]#[N:15]>>[F:1][c:2]1[cH:3][cH:4][c:5]([CH2:8][C:9](=[O:10])[N:15]=[C:14]=[S:13])[cH:6][cH:7]1. Reactants: CC(CCC(=O)OC)(CC)C (methyl 4,4-dimethylhexanoate), C(CCC)[Li] (n-butyl lithium), CCCCCC (hexane), CP(OC)(OC)=O (Dimethyl methylphosphonate). Run in C1CCOC1 (THF), C(C)(=O)O (acetic acid), C1CCOC1 (THF), O (water). Reaction conditions: temperature -78 celsius, time 30 minute. Yields the product CC(CCC(CP(OC)(OC)=O)=O)(CC)C (dimethyl 5,5-dimethyl-2-oxoheptylphosphonate). The yield is 71.1%. Reaction SMILES: [CH3:1][P:2](=[O:7])([O:5][CH3:6])[O:3][CH3:4].C([Li])CCC.CCCCCC.[CH3:19][C:20]([CH3:29])([CH2:27][CH3:28])[CH2:21][CH2:22][C:23](OC)=[O:24]>C1COCC1.O.C(O)(=O)C>[CH3:19][C:20]([CH3:29])([CH2:27][CH3:28])[CH2:21][CH2:22][C:23](=[O:24])[CH2:1][P:2](=[O:7])([O:5][CH3:6])[O:3][CH3:4]. Procedure details: Dimethyl methylphosphonate (5.89 g, 47.5 mmol) was dissolved in anhydrous THF (80 ml). To the resulting solution cooled to -78° C. under argon atomosphere, a solution of n-butyl lithium in hexane (1.63N, 29.1 ml, 47.5 mmol) was added and the mixture was stirred for 30 minutes. A solution of methyl 4,4-dimethylhexanoate (3.00 g, 19.0 mmol) in anhydrous THF (15 ml) was then added to the reaction mxiture at -78° C. and the mixture was stirred for 30 minutes. After warming the mixture to room temper... Reaction SMILES: [Cl-:27].[F:1][c:2]1[c:3]([O:4][c:5]2[c:6]([C:12]#[C:13][c:14]3[n:15][cH:16][cH:17][cH:18][cH:19]3)[c:7]([NH2:11])[n:8][cH:9][cH:10]2)[cH:20][cH:21][c:22]([N+:24]([O-:25])=[O:26])[cH:23]1.[NH4+:28].[Zn:29]>>[F:1][c:2]1[c:3]([O:4][c:5]2[c:6]([C:12]#[C:13][c:14]3[n:15][cH:16][cH:17][cH:18][cH:19]3)[c:7]([NH2:11])[n:8][cH:9][cH:10]2)[cH:20][cH:21][c:22]([NH2:24])[cH:23]1. The reactants are [Cl-], Nc1nccc(Oc2ccc([N+](=O)[O-])cc2F)c1C#Cc1ccccn1, [NH4+], [Zn]. Product: Nc1ccc(Oc2ccnc(N)c2C#Cc2ccccn2)c(F)c1. Reactants: N1CCC(C(=O)OCC)CC1 (ethyl isonipecotate), C(C)(C)N(CC)C(C)C (diisopropylethylamine), ClC=1OC=2C(N1)=C(C(=C(C2F)C2=CC=CC=C2)C)C#N (2-Chloro-7-fluoro-5-methyl-6-phenyl-1,3-benzoxazole-4-carbonitrile). Solvent: ClCCl (dichloromethane), ClCCl (dichloromethane). The product is C(#N)C1=C(C(=C(C2=C1N=C(O2)N2CCC(CC2)C(=O)OCC)F)C2=CC=CC=C2)C (Ethyl 1-(4-cyano-7-fluoro-5-methyl-6-phenyl-1,3-benzoxazol-2-yl)piperidine-4-carboxylate). Yield: 94.7%. RXN SMILES: Cl[C:2]1[O:3][C:4]2[C:5](=[C:7]([C:19]#[N:20])[C:8]([CH3:18])=[C:9]([C:12]3[CH:17]=[CH:16][CH:15]=[CH:14][CH:13]=3)[C:10]=2[F:11])[N:6]=1.[NH:21]1[CH2:31][CH2:30][CH:24]([C:25]([O:27][CH2:28][CH3:29])=[O:26])[CH2:23][CH2:22]1.C(N(C(C)C)CC)(C)C>ClCCl>[C:19]([C:7]1[C:5]2[N:6]=[C:2]([N:21]3[CH2:31][CH2:30][CH:24]([C:25]([O:27][CH2:28][CH3:29])=[O:26])[CH2:23][CH2:22]3)[O:3][C:4]=2[C:10]([F:11])=[C:9]([C:12]2[CH:17]=[CH:16][CH:15]=[CH:14][CH:13]=2)[C:8]=1[CH3:18])#[N:20]. Procedure details: 2-Chloro-7-fluoro-5-methyl-6-phenyl-1,3-benzoxazole-4-carbonitrile (I-130) (0.20 g, 0.70 mmol) was dissolved in dichloromethane (10 ml), then ethyl isonipecotate (0.12 ml, 0.78 mmol) and diisopropylethylamine (0.15 ml, 0.88 mmol) were added, followed by heating under reflux for 3 hours. This was diluted with dichloromethane, washed with water, and dried over anhydrous sodium sulfate. The solvent was evaporated away under reduced pressure, and the resulting residue was purified by silica gel colu...